This data is from the Open Reaction Database (ORD), a public repository of structured organic reaction records. The task is: describe an organic reaction: reactants, conditions, products, and yield The solvent is N1=CC=CC=C1 (pyridine). Reported procedure: 1.5 g (0.0103 mol) of 7-hydroxyisoquinoline and 5.3 ml of pyridine are cooled to 0° C. 1.86 ml of triflic anhydride are added dropwise thereto. The mixture is stirred for 1 hour at 0° C. and then for 2 hours at room temperature. The resulting mixture is poured into a water/ice mixture and extracted with ethyl acetate, the organic phase is dried and the solvent is evaporated off under reduced pressure. The crude product is purified by chromatography on a column of silica gel, eluting with a 7/3 c... The reactants are S(=O)(=O)(C(F)(F)F)OS(=O)(=O)C(F)(F)F (triflic anhydride), OC1=CC=C2C=CN=CC2=C1 (7-hydroxyisoquinoline), water ice. RXN SMILES: [OH:1][C:2]1[CH:11]=[C:10]2[C:5]([CH:6]=[CH:7][N:8]=[CH:9]2)=[CH:4][CH:3]=1.[S:12]([O:19]S(C(F)(F)F)(=O)=O)([C:15]([F:18])([F:17])[F:16])(=[O:14])=[O:13]>N1C=CC=CC=1>[F:16][C:15]([F:18])([F:17])[S:12]([OH:19])(=[O:14])=[O:13].[OH:1][C:2]1[CH:11]=[C:10]2[C:5]([CH:6]=[CH:7][N:8]=[CH:9]2)=[CH:4][CH:3]=1 |f:3.4|. Product: FC(S(=O)(=O)O)(F)F.OC1=CC=C2C=CN=CC2=C1 (7-Hydroxyisoquinoline trifluoromethanesulphonate). Run at temperature 0 celsius, time 1 hour. Reactants: Cl (hydrogen chloride), Cl (hydrogen chloride), C(=O)(O)[O-].[Na+] (NaHCO3), BrC1=CC(=C(C=C1)CCC=O)OC(F)(F)F (3-(4-bromo-2-trifluoromethoxy-phenyl)-propionaldehyde), CC(=O)O (AcOH), [BH3-]C#N.[Na+] (NaBH3CN), C(C)(C)(C)OC(N[C@@H]1CC[C@@H](CC1)NC1=NC2=CC=CC=C2C(=N1)NC)=O (cis-[4-(4-methylamino-quinazolin-2-ylamino)-cyclohexyl]-carbamic acid tert-butyl ester). Run in CCOC(=O)C (EtOAc), CCOC(=O)C (EtOAc), CCOC(=O)C (EtOAc), C(Cl)(Cl)Cl (CHCl3). Conditions: time 2 hour. Yields the product Cl.Cl.BrC1=CC(=C(C=C1)CCCN[C@H]1CC[C@H](CC1)NC1=NC2=CC=CC=C2C(=N1)NC)OC(F)(F)F (cis-N2-{4-[3-(4-bromo-2-trifluoromethoxy-phenyl)-propylamino]-cyclohexyl}-N4-methyl-quinazoline-2,4-diamine dihydrochloride). The yield is 7.0%. RXN SMILES: C(OC(=O)[NH:7][C@H:8]1[CH2:13][CH2:12][C@@H:11]([NH:14][C:15]2[N:24]=[C:23]([NH:25][CH3:26])[C:22]3[C:17](=[CH:18][CH:19]=[CH:20][CH:21]=3)[N:16]=2)[CH2:10][CH2:9]1)(C)(C)C.[ClH:28].[Br:29][C:30]1[CH:35]=[CH:34][C:33]([CH2:36][CH2:37][CH:38]=O)=[C:32]([O:40][C:41]([F:44])([F:43])[F:42])[CH:31]=1.CC(O)=O.[BH3-]C#N.[Na+].C([O-])(O)=O.[Na+]>C(Cl)(Cl)Cl.CCOC(C)=O>[ClH:28].[ClH:28].[Br:29][C:30]1[CH:35]=[CH:34][C:33]([CH2:36][CH2:37][CH2:38][NH:7][C@@H:8]2[CH2:9][CH2:10][C@H:11]([NH:14][C:15]3[N:24]=[C:23]([NH:25][CH3:26])[C:22]4[C:17](=[CH:18][CH:19]=[CH:20][CH:21]=4)[N:16]=3)[CH2:12][CH2:13]2)=[C:32]([O:40][C:41]([F:42])([F:43])[F:44])[CH:31]=1 |f:4.5,6.7,10.11.12|. Reported procedure: To a suspension of cis-[4-(4-methylamino-quinazolin-2-ylamino)-cyclohexyl]-carbamic acid tert-butyl ester obtained in step B of example 50 (8.68 g, 23.4 mmol) in CHCl3 (87 mL) was added 4 M hydrogen chloride in EtOAc (100 mL). The reaction mixture was stirred at ambient temperature for 2 hr, and concentrated. The residue was alkalized with saturated aqueous NaHCO3 and the aqueous layer was extracted with CHCl3 (three times). The combined organic layer was dried over MgSO4, filtered, concentrated... Reactants: C(C1=CC=CC=C1)OC1=C(C=C2C=C(NC2=C1)C=CC1=C(C=CC=C1)Cl)OC (6-(Benzyloxy)-2-[2-(2-chlorophenyl)ethenyl]-5-methoxy-1H-indole), C1(C=CC(N1)=O)=O (maleimide). Product: C(C1=CC=CC=C1)OC=1C(=CC=2C=3C4C(C(CC3NC2C1)C1=C(C=CC=C1)Cl)C(NC4=O)=O)OC (8-(Benzyloxy)-4-(2-chlorophenyl)-9-methoxy-4,5,6,10c-tetrahydropyrrolo[3,4-c]carbazole-1,3(2H,3aH)-dione). The yield is 87.0%. As a reaction SMILES: [CH2:1]([O:8][C:9]1[CH:17]=[C:16]2[C:12]([CH:13]=[C:14]([CH:18]=[CH:19][C:20]3[CH:25]=[CH:24][CH:23]=[CH:22][C:21]=3[Cl:26])[NH:15]2)=[CH:11][C:10]=1[O:27][CH3:28])[C:2]1[CH:7]=[CH:6][CH:5]=[CH:4][CH:3]=1.[C:29]1(=[O:35])[NH:33][C:32](=[O:34])[CH:31]=[CH:30]1>>[CH2:1]([O:8][C:9]1[C:10]([O:27][CH3:28])=[CH:11][C:12]2[C:13]3[CH:30]4[C:29](=[O:35])[NH:33][C:32](=[O:34])[CH:31]4[CH:19]([C:20]4[CH:25]=[CH:24][CH:23]=[CH:22][C:21]=4[Cl:26])[CH2:18][C:14]=3[NH:15][C:16]=2[CH:17]=1)[C:2]1[CH:7]=[CH:6][CH:5]=[CH:4][CH:3]=1. Procedure: Reaction of the diene (155) prepared as described in example 255 with maleimide using the procedure described in example 69 gave the adduct (161) as a tan powder (87%), which was used without further purification. The reactants are C(C#C)Br (propargyl bromide), [H-].[Na+] (sodium hydride), C1=CC=CC=C1 (benzene), CC12C(CC(CC1)C2(C)C)=NO ((±)-1,7,7-trimethyl-bicyclo[2,2,1]heptane-2-one-oxime). The solvent is CN(C=O)C (dimethyl formamide), O (water). Conditions: temperature 25 celsius, time 2 hour. Product: C(C#C)ON=C1C2(CCC(C1)C2(C)C)C ((±)-2-(propargyloxyimino)-1,7,7-trimethyl-bicyclo[2,2,1]heptane). Yield: 90.5%. As a reaction SMILES: [H-].[Na+].[CH:3]1[CH:8]=CC=C[CH:4]=1.[CH3:9][C:10]12[C:16]([CH3:18])([CH3:17])[CH:13]([CH2:14][CH2:15]1)[CH2:12][C:11]2=[N:19][OH:20].C(Br)C#C>CN(C)C=O.O>[CH2:8]([O:20][N:19]=[C:11]1[CH2:12][CH:13]2[C:16]([CH3:17])([CH3:18])[C:10]1([CH3:9])[CH2:15][CH2:14]2)[C:3]#[CH:4] |f:0.1|. Procedure: 4.8 g (0.2 mole) of sodium hydride are added to 150 ml of dry benzene, and a solution of 33.4 g (0.2 mole) of (±)-1,7,7-trimethyl-bicyclo[2,2,1]heptane-2-one-oxime in 50 ml of dimethyl formamide is introduced into the mixture at 50° C. within 0.5 hours. When gas evolution ceases, the mixture is cooled to 25° C., and 23.8 g (0.2 mole) of propargyl bromide are added. The reaction is continued for an additional 2 hours. Thereafter the reaction mixture is shaken with water, the phases are separated,... Reactants: C(C)(C)(C)OC(N[C@@H]1CC[C@H](CC1)CO)=O (trans-tert-butyl-4-(hydroxymethyl)cyclohexylcarbamate), CCN(C(C)C)C(C)C (DIPEA), S(=O)(=O)=O.N1=CC=CC=C1 (pyridine sulfur trioxide). Solvent: C(Cl)Cl (DCM), CS(=O)C (DMSO), CS(=O)C (DMSO). Conditions: time 15 minute. Product: C(C)(C)(C)OC(N[C@@H]1CC[C@H](CC1)C=O)=O (Trans-(4-Formyl-cyclohexyl)carbamic acid tert-butyl ester). Reaction SMILES: [C:1]([O:5][C:6](=[O:16])[NH:7][C@H:8]1[CH2:13][CH2:12][C@H:11]([CH2:14][OH:15])[CH2:10][CH2:9]1)([CH3:4])([CH3:3])[CH3:2].CCN(C(C)C)C(C)C.S(=O)(=O)=O.N1C=CC=CC=1>C(Cl)Cl.CS(C)=O>[C:1]([O:5][C:6](=[O:16])[NH:7][C@H:8]1[CH2:9][CH2:10][C@H:11]([CH:14]=[O:15])[CH2:12][CH2:13]1)([CH3:4])([CH3:2])[CH3:3] |f:2.3|. Procedure details: To trans-tert-butyl-4-(hydroxymethyl)cyclohexylcarbamate (8.0 g, 34.9 mmol) in DCM (180 mL) and DMSO (60 mL) at 0° C. is added DIPEA (24.37 mL, 140 mmol) and pyridine sulfur trioxide (22.21 g, 140 mmol) dissolved in DMSO (60 mL). The mixture is stirred at room temperature for 15 minutes and then is partitioned between 1M HCl and diethylether. The organic phase is separated and washed with 1M HCl, water then saturated brine. The mixture is dried (MgSO4) and solvent evaporated to give the expected... Reactants: CC(C)(C)OC(=O)NC1CC(C(=O)NC(=O)OCc2ccccc2)N(C(C)(C)C)C1, CCO. The product is CC(C)(C)OC(=O)NC1CC(C(N)=O)N(C(C)(C)C)C1. Reaction SMILES: [CH2:1]([O:2][C:3](=[O:4])[NH:11][C:12]([CH:13]1[N:14]([C:26]([CH3:27])([CH3:28])[CH3:29])[CH2:15][CH:16]([NH:18][C:19](=[O:20])[O:21][C:22]([CH3:23])([CH3:24])[CH3:25])[CH2:17]1)=[O:30])[c:5]1[cH:6][cH:7][cH:8][cH:9][cH:10]1.[CH3:31][CH2:32][OH:33]>>[NH2:11][C:12]([CH:13]1[N:14]([C:26]([CH3:27])([CH3:28])[CH3:29])[CH2:15][CH:16]([NH:18][C:19](=[O:20])[O:21][C:22]([CH3:23])([CH3:24])[CH3:25])[CH2:17]1)=[O:30].